This data is from the Open Reaction Database (ORD), a public repository of structured organic reaction records. The task is: describe an organic reaction: reactants, conditions, products, and yield Reactants: FC1=C(C=C(C=C1)OC)C=1C=CC(=NC1OCC(C)C)CO ((5-(2-fluoro-5-methoxyphenyl)-6-isobutoxypyridin-2-yl)methanol), C1(CC1)C(CC(=O)OC)C1=CC(=CC=C1)O (methyl 3-cyclopropyl-3-(3-hydroxyphenyl)propanoate), N(=NC(=O)N1CCCCC1)C(=O)N1CCCCC1 (1,1′-(azodicarbonyl)dipiperidine), C(CCC)P(CCCC)CCCC (tributylphosphine). Solvent: C1(=CC=CC=C1)C (toluene), CCCCCC.C(C)(=O)OCC (hexane ethyl acetate). Conditions: time 14 hour. Product: C1(CC1)C(CC(=O)OC)C1=CC(=CC=C1)OCC1=NC(=C(C=C1)C1=C(C=CC(=C1)OC)F)OCC(C)C (methyl 3-cyclopropyl-3-(3-((5-(2-fluoro-5-methoxyphenyl)-6-isobutoxypyridin-2-yl)methoxy)phenyl)propanoate). Isolated yield 79.0%. Reaction SMILES: [F:1][C:2]1[CH:7]=[CH:6][C:5]([O:8][CH3:9])=[CH:4][C:3]=1[C:10]1[CH:11]=[CH:12][C:13]([CH2:21][OH:22])=[N:14][C:15]=1[O:16][CH2:17][CH:18]([CH3:20])[CH3:19].[CH:23]1([CH:26]([C:32]2[CH:37]=[CH:36][CH:35]=[C:34](O)[CH:33]=2)[CH2:27][C:28]([O:30][CH3:31])=[O:29])[CH2:25][CH2:24]1.N(C(N1CCCCC1)=O)=NC(N1CCCCC1)=O.C(P(CCCC)CCCC)CCC>C1(C)C=CC=CC=1.CCCCCC.C(OCC)(=O)C>[CH:23]1([CH:26]([C:32]2[CH:33]=[CH:34][CH:35]=[C:36]([O:22][CH2:21][C:13]3[CH:12]=[CH:11][C:10]([C:3]4[CH:4]=[C:5]([O:8][CH3:9])[CH:6]=[CH:7][C:2]=4[F:1])=[C:15]([O:16][CH2:17][CH:18]([CH3:19])[CH3:20])[N:14]=3)[CH:37]=2)[CH2:27][C:28]([O:30][CH3:31])=[O:29])[CH2:24][CH2:25]1 |f:5.6|. Reported procedure: Under a nitrogen atmosphere, to a solution of (5-(2-fluoro-5-methoxyphenyl)-6-isobutoxypyridin-2-yl)methanol (100 mg) and methyl 3-cyclopropyl-3-(3-hydroxyphenyl)propanoate (72 mg) in toluene (4.7 mL) were added 1,1′-(azodicarbonyl)dipiperidine (132 mg) and tributylphosphine (131 μL), and the mixture was stirred at room temperature for 14 hr. To the reaction mixture was added hexane/ethyl acetate (1:1), and the resulting precipitate was removed by filtration. The solvent in the filtrate was evap... Reactants: COC([C@H](CC1=CC=C(C=C1)C1=CC=C(C=C1)C#N)NC(=O)[C@H]1N(CC=2C=C3C(=CC2C1)OC[C@H](O3)C3=CC=C(C=C3)OCC3=CC(=C(C=C3)Cl)Cl)S(=O)(=O)C3=C(N=C(S3)NC(C)=O)C)=O ((S)-2-({(3R,8S)-7-(2-Acetylamino-4-methyl-thiazole-5-sulfonyl)-3-[4-(3,4-dichloro-benzyloxy)-phenyl]-2,3,6,7,8,9-hexahydro-[1,4]dioxino[2,3-g]isoquinoline-8-carbonyl}-amino)-3-(4′-cyano-biphenyl-4-yl)-propionic acid methyl ester), C(C)I (ethyl iodide). Yields the product COC([C@H](CC1=CC=C(C=C1)C1=CC=C(C=C1)C#N)NC(=O)[C@H]1N(CC=2C=C3C(=CC2C1)OC[C@H](O3)C3=CC=C(C=C3)OCC3=CC(=C(C=C3)Cl)Cl)S(=O)(=O)C3=C(N=C(S3)N(CC)C(C)=O)C)=O ((S)-2-({(3R,8S)-7-[2-(acetyl-ethyl-amino)-4-methyl-thiazole-5-sulfonyl]-3-[4-(3,4-dichloro-benzyloxy)-phenyl]-2,3,6,7,8,9-hexahydro-[1,4]dioxino[2,3-g]isoquinoline-8-carbonyl}-amino)-3-(4′-cyano-biphenyl-4-yl)-propionic acid methyl ester). RXN SMILES: [CH3:1][O:2][C:3](=[O:66])[C@@H:4]([NH:20][C:21]([C@@H:23]1[CH2:32][C:31]2[CH:30]=[C:29]3[O:33][CH2:34][C@@H:35]([C:37]4[CH:42]=[CH:41][C:40]([O:43][CH2:44][C:45]5[CH:50]=[CH:49][C:48]([Cl:51])=[C:47]([Cl:52])[CH:46]=5)=[CH:39][CH:38]=4)[O:36][C:28]3=[CH:27][C:26]=2[CH2:25][N:24]1[S:53]([C:56]1[S:60][C:59]([NH:61][C:62](=[O:64])[CH3:63])=[N:58][C:57]=1[CH3:65])(=[O:55])=[O:54])=[O:22])[CH2:5][C:6]1[CH:11]=[CH:10][C:9]([C:12]2[CH:17]=[CH:16][C:15]([C:18]#[N:19])=[CH:14][CH:13]=2)=[CH:8][CH:7]=1.[CH2:67](I)[CH3:68]>>[CH3:1][O:2][C:3](=[O:66])[C@@H:4]([NH:20][C:21]([C@@H:23]1[CH2:32][C:31]2[CH:30]=[C:29]3[O:33][CH2:34][C@@H:35]([C:37]4[CH:38]=[CH:39][C:40]([O:43][CH2:44][C:45]5[CH:50]=[CH:49][C:48]([Cl:51])=[C:47]([Cl:52])[CH:46]=5)=[CH:41][CH:42]=4)[O:36][C:28]3=[CH:27][C:26]=2[CH2:25][N:24]1[S:53]([C:56]1[S:60][C:59]([N:61]([C:62](=[O:64])[CH3:63])[CH2:67][CH3:68])=[N:58][C:57]=1[CH3:65])(=[O:55])=[O:54])=[O:22])[CH2:5][C:6]1[CH:7]=[CH:8][C:9]([C:12]2[CH:17]=[CH:16][C:15]([C:18]#[N:19])=[CH:14][CH:13]=2)=[CH:10][CH:11]=1. Procedure details: (S)-2-({(3R,8S)-7-(2-Acetylamino-4-methyl-thiazole-5-sulfonyl)-3-[4-(3,4-dichloro-benzyloxy)-phenyl]-2,3,6,7,8,9-hexahydro-[1,4]dioxino[2,3-g]isoquinoline-8-carbonyl}-amino)-3-(4′-cyano-biphenyl-4-yl)-propionic acid methyl ester (49 mg) was reacted with ethyl iodide (16 mg) according to General Procedure T to obtain (S)-2-({(3R,8S)-7-[2-(acetyl-ethyl-amino)-4-methyl-thiazole-5-sulfonyl]-3-[4-(3,4-dichloro-benzyloxy)-phenyl]-2,3,6,7,8,9-hexahydro-[1,4]dioxino[2,3-g]isoquinoline-8-carbonyl}-amino)... The reactants are BrC1=CC=2C3=C(C=NC2C=C1)N(C(N3C=3C(=NN(C3)C)C)=O)C (8-bromo-1-(1,3-dimethyl-1H-pyrazol-4-yl)-3-methyl-1,3-dihydro-imidazo[4,5-c]quinolin-2-one), BrC1=CC=2C3=C(C=NC2C=C1)N(C(N3C=3C(=NN(C3)C)C)=O)C (8-bromo-1-(1,3-dimethyl-1H-pyrazol-4-yl)-3-methyl-1,3-dihydro-imidazo[4,5-c]quinolin-2-one), C(#N)C1=NC=C(C=C1)B1OC(C)(C)C(C)(C)O1 (2-cyanopyridine-5-boronic acid pinacol ester). The product is CN1N=C(C(=C1)N1C(N(C=2C=NC=3C=CC(=CC3C21)C=2C=CC(=NC2)C#N)C)=O)C (5-[1-(1,3-Dimethyl-1H-pyrazol-4-yl)-3-methyl-2-oxo-2,3-dihydro-1H-imidazo[4,5-c]quinolin-8-yl]-pyridine-2-carbonitrile). Reaction SMILES: Br[C:2]1[CH:11]=[CH:10][C:9]2[N:8]=[CH:7][C:6]3[N:12]([CH3:23])[C:13](=[O:22])[N:14]([C:15]4[C:16]([CH3:21])=[N:17][N:18]([CH3:20])[CH:19]=4)[C:5]=3[C:4]=2[CH:3]=1.[C:24]([C:26]1[CH:31]=[CH:30][C:29](B2OC(C)(C)C(C)(C)O2)=[CH:28][N:27]=1)#[N:25]>>[CH3:20][N:18]1[CH:19]=[C:15]([N:14]2[C:5]3[C:4]4[CH:3]=[C:2]([C:29]5[CH:30]=[CH:31][C:26]([C:24]#[N:25])=[N:27][CH:28]=5)[CH:11]=[CH:10][C:9]=4[N:8]=[CH:7][C:6]=3[N:12]([CH3:23])[C:13]2=[O:22])[C:16]([CH3:21])=[N:17]1. Procedure details: The title compound was synthesized in a similar manner as described for Example 1.1 using 8-bromo-1-(1,3-dimethyl-1H-pyrazol-4-yl)-3-methyl-1,3-dihydro-imidazo[4,5-c]quinolin-2-one (Intermediate A) and 2-cyanopyridine-5-boronic acid pinacol ester (Frontier Scientific, Logan, USA) to give the title compound as a brown solid. (HPLC: tR 2.42 min (Method A); M+H=396 MS-ES) The reactants are Cl (hydrochloric acid), FC=1C=C2C(=C(CC2=CC1)C)CCO (5-Fluoro-2-methyl-1H-3-indenyl-(2-hydroxy) ethane), CS(=O)(=O)C1=CC=C(C=O)C=C1 (p-methylsulfonylbenzaldehyde), C[O-].[Na+] (sodium methoxide). Solvent: CO (methanol). Conditions: time 6 hour. The product is FC=1C=C2C(=C(/C(/C2=CC1)=C/C1=CC=C(C=C1)S(=O)(=O)C)C)CCO ((Z)-5-fluoro-2-methyl-1-(p-methylsulfonylbenzylidene)-1H-3-indenyl-(2-hydroxy) ethane). As a reaction SMILES: [F:1][C:2]1[CH:3]=[C:4]2[C:8](=[CH:9][CH:10]=1)[CH2:7][C:6]([CH3:11])=[C:5]2[CH2:12][CH2:13][OH:14].[CH3:15][S:16]([C:19]1[CH:26]=[CH:25][C:22]([CH:23]=O)=[CH:21][CH:20]=1)(=[O:18])=[O:17].C[O-].[Na+].Cl>CO>[F:1][C:2]1[CH:3]=[C:4]2[C:8](=[CH:9][CH:10]=1)/[C:7](=[CH:23]\[C:22]1[CH:21]=[CH:20][C:19]([S:16]([CH3:15])(=[O:18])=[O:17])=[CH:26][CH:25]=1)/[C:6]([CH3:11])=[C:5]2[CH2:12][CH2:13][OH:14] |f:2.3|. Procedure: 5-Fluoro-2-methyl-1H-3-indenyl-(2-hydroxy) ethane (15 g, 0.072 mol), p-methylsulfonylbenzaldehyde (14.0 g, 0.091 mol) and sodium methoxide (13.0 g, 0.24 mol) are heated in methanol (200 ml) at 60° C. under nitrogen with stirring for 6 hours. The reaction mixture is poured onto ice-water (750 g), and is acidified with 2.5N hydrochloric acid. The collected solid is triturated with a little ether to produce (Z)-5-fluoro-2-methyl-1-(p-methylsulfonylbenzylidene)-1H-3-indenyl-(2-hydroxy) ethane. Recry... Reactants: CCOC(=O)c1cc(O)c2c(c1)OCO2, OCCc1ccc(Cl)cc1Cl, CCOC(=O)N=NC(=O)OCC, C1CCOC1, c1ccc(P(c2ccccc2)c2ccccc2)cc1. Product: CCOC(=O)c1cc(OCCc2ccc(Cl)cc2Cl)c2c(c1)OCO2. Reaction SMILES: [CH2:1]([CH3:2])[O:3][C:4](=[O:5])[c:6]1[cH:7][c:8]2[c:9]([c:13]([OH:15])[cH:14]1)[O:10][CH2:11][O:12]2.[Cl:16][c:17]1[c:18]([CH2:24][CH2:25][OH:26])[cH:19][cH:20][c:21]([Cl:23])[cH:22]1.[O:46]=[C:47]([O:48][CH2:49][CH3:50])[N:51]=[N:52][C:53]([O:54][CH2:55][CH3:56])=[O:57].[O:58]1[CH2:59][CH2:60][CH2:61][CH2:62]1.[c:27]1([P:28]([c:29]2[cH:30][cH:31][cH:32][cH:33][cH:34]2)[c:35]2[cH:36][cH:37][cH:38][cH:39][cH:40]2)[cH:41][cH:42][cH:43][cH:44][cH:45]1>>[CH2:1]([CH3:2])[O:3][C:4](=[O:5])[c:6]1[cH:7][c:8]2[c:9]([c:13]([O:15][CH2:25][CH2:24][c:18]3[c:17]([Cl:16])[cH:22][c:21]([Cl:23])[cH:20][cH:19]3)[cH:14]1)[O:10][CH2:11][O:12]2. Starting materials: COC1=C(C=O)C=C(C=C1)OC (2,5-dimethoxybenzaldehyde), NC1=NNC=C1 (3-aminopyrazole), O=C(CC(=O)OCC)CCC (ethyl 3-ketohexanoate). Product: COC1=C(C=C(C=C1)OC)C1C=2C(NC(=C1C(=O)OCC)CCC)=NNC2 (Ethyl 4-(2,5-dimethoxyphenyl)-4,7-dihydro-6-propyl-2H-pyrazolo[3,4-b]pyridine-5-carboxylate). RXN SMILES: [CH3:1][O:2][C:3]1[CH:10]=[CH:9][C:8]([O:11][CH3:12])=[CH:7][C:4]=1[CH:5]=O.[NH2:13][C:14]1[CH:18]=[CH:17][NH:16][N:15]=1.O=[C:20]([CH2:27][CH2:28][CH3:29])[CH2:21][C:22]([O:24][CH2:25][CH3:26])=[O:23]>>[CH3:1][O:2][C:3]1[CH:10]=[CH:9][C:8]([O:11][CH3:12])=[CH:7][C:4]=1[CH:5]1[C:21]([C:22]([O:24][CH2:25][CH3:26])=[O:23])=[C:20]([CH2:27][CH2:28][CH3:29])[NH:13][C:14]2=[N:15][NH:16][CH:17]=[C:18]12. Reported procedure: The title compound was prepared from 2,5-dimethoxybenzaldehyde, 3-aminopyrazole and ethyl 3-ketohexanoate in the same manner as in Example 25. The yield is 62.1%. Reaction conditions: temperature 100 celsius. Starting materials: NC=1SC2=C(N1)C=CC(=C2)F (2-amino-6-fluorobenzothiazole), C(C#C)Br (propargyl bromide). Procedure: In 800 ml of n-butanol was dissolved 25.0 g of 2-amino-6-fluorobenzothiazole. With heating at 100° C., 25.0 g of propargyl bromide was dropwise added to the solution. After completion of the dropwise addition, the mixture was heated for 4 hours. The precipitated crystals were taken out by filtration and recrystallized from water to give 26.5 g of 2-imino-6-fluoro-3-propargylbenzothiazole hydrobromide. The hydrobromide, 26.5 g, was added to a mixture of 2.54 g of sodium and 70 ml of ethanol at ro... Reaction SMILES: [NH2:1][C:2]1[S:3][C:4]2[CH:10]=[C:9]([F:11])[CH:8]=[CH:7][C:5]=2[N:6]=1.[CH2:12]([Br:15])[C:13]#[CH:14]>C(O)CCC>[BrH:15].[NH:1]=[C:2]1[N:6]([CH2:14][C:13]#[CH:12])[C:5]2[CH:7]=[CH:8][C:9]([F:11])=[CH:10][C:4]=2[S:3]1 |f:3.4|. The product is Br.N=C1SC2=C(N1CC#C)C=CC(=C2)F (2-imino-6-fluoro-3-propargylbenzothiazole hydrobromide). Run in C(CCC)O (n-butanol). The reactants are ice, C(C)N1C(N(CN(C1)C)C=1SC2=C(N1)C=C(C=C2C2=NC=CC(=C2)CN2CC(C2)(C)O)C=2C=NC(=NC2)C(C)(C)O)=O (1-Ethyl-3-(7-(4-((3-hydroxy-3-methylazetidin-1-yl)methyl)pyridin-2-yl)-5-(2-(2-hydroxypropan-2-yl)pyrimidin-5-yl)benzo[d]thiazol-2-yl)-5-methyl-1,3,5-triazinan-2-one), Cl (HCl). The solvent is CO.C(Cl)Cl (MeOH DCM). Run at time 16 hour. Yields the product C(C)NC(=O)NC=1SC2=C(N1)C=C(C=C2C2=NC=CC(=C2)CN2CC(C2)(C)O)C=2C=NC(=NC2)C(C)(C)O (1-ethyl-3-(7-(4-((3-hydroxy-3-methylazetidin-1-yl)methyl)pyridin-2-yl)-5-(2-(2-hydroxypropan-2-yl)pyrimidin-5-yl)benzo[d]thiazol-2-yl)urea). Yield: 100.4%. Reaction SMILES: [CH2:1]([N:3]1CN(C)C[N:5]([C:10]2[S:11][C:12]3[C:18]([C:19]4[CH:24]=[C:23]([CH2:25][N:26]5[CH2:29][C:28]([OH:31])([CH3:30])[CH2:27]5)[CH:22]=[CH:21][N:20]=4)=[CH:17][C:16]([C:32]4[CH:33]=[N:34][C:35]([C:38]([OH:41])([CH3:40])[CH3:39])=[N:36][CH:37]=4)=[CH:15][C:13]=3[N:14]=2)[C:4]1=[O:42])[CH3:2].Cl>CO.C(Cl)Cl>[CH2:1]([NH:3][C:4]([NH:5][C:10]1[S:11][C:12]2[C:18]([C:19]3[CH:24]=[C:23]([CH2:25][N:26]4[CH2:27][C:28]([OH:31])([CH3:30])[CH2:29]4)[CH:22]=[CH:21][N:20]=3)=[CH:17][C:16]([C:32]3[CH:33]=[N:34][C:35]([C:38]([OH:41])([CH3:40])[CH3:39])=[N:36][CH:37]=3)=[CH:15][C:13]=2[N:14]=1)=[O:42])[CH3:2] |f:2.3|. Procedure: An ice-cold solution of ii (0.25 g, 0.42 mmol) in MeOH-DCM (0.50 and 10 mL respectively) was purged with HCl (g) for 10 min and the mixture stirred at RT for 16 h. The solvent was evaporated and the residue triturated with a mixture of MeOH and Et2O to obtain Compound 2 (0.225 g, 90%).